This data is from the Open Reaction Database (ORD), a public repository of structured organic reaction records. The task is: describe an organic reaction: reactants, conditions, products, and yield Starting materials: C(CCC)OC1=NC(=C2N=C(N(C2=N1)CCCC1CNCCC1)OC)N (2-(butyloxy)-8-(methyloxy)-9-[3-(3-piperidinyl)propyl]-9H-purin-6-amine), ICC (iodoethane). Product: NC1=C2NC(N(C2=NC(=N1)OCCCC)CCCC1CN(CCC1)CC)=O (6-Amino-2-(butyloxy)-9-[3-(1-ethyl-3-piperidinyl)propyl]-7,9-dihydro-8H-purin-8-one). Reaction SMILES: [CH2:1]([O:5][C:6]1[N:14]=[C:13]2[C:9]([N:10]=[C:11]([O:24]C)[N:12]2[CH2:15][CH2:16][CH2:17][CH:18]2[CH2:23][CH2:22][CH2:21][NH:20][CH2:19]2)=[C:8]([NH2:26])[N:7]=1)[CH2:2][CH2:3][CH3:4].I[CH2:28][CH3:29]>>[NH2:26][C:8]1[N:7]=[C:6]([O:5][CH2:1][CH2:2][CH2:3][CH3:4])[N:14]=[C:13]2[C:9]=1[NH:10][C:11](=[O:24])[N:12]2[CH2:15][CH2:16][CH2:17][CH:18]1[CH2:23][CH2:22][CH2:21][N:20]([CH2:28][CH3:29])[CH2:19]1. Procedure details: Prepared similarly to Example 14 from 2-(butyloxy)-8-(methyloxy)-9-[3-(3-piperidinyl)propyl]-9H-purin-6-amine and iodoethane.